Dataset: the Open Reaction Database (ORD), a public repository of structured organic reaction records. Task: describe an organic reaction: reactants, conditions, products, and yield Conditions: temperature 50 celsius. Isolated yield 39.1%. Reaction SMILES: Br[CH:2]([C:17]1[CH:22]=[CH:21][C:20]([F:23])=[CH:19][CH:18]=1)[C:3]([C:5]1[CH:16]=[CH:15][C:8]2[N:9]=[N:10][N:11]([CH:12]([CH3:14])[CH3:13])[C:7]=2[CH:6]=1)=O.C(=O)([O-])[O-].[Cs+].[Cs+].Cl.[C:31]([C:34]1[CH:35]=[N:36][CH:37]=[CH:38][CH:39]=1)(=[NH:33])[NH2:32].O>CN(C)C=O>[F:23][C:20]1[CH:21]=[CH:22][C:17]([C:2]2[N:33]=[C:31]([C:34]3[CH:35]=[N:36][CH:37]=[CH:38][CH:39]=3)[NH:32][C:3]=2[C:5]2[CH:16]=[CH:15][C:8]3[N:9]=[N:10][N:11]([CH:12]([CH3:14])[CH3:13])[C:7]=3[CH:6]=2)=[CH:18][CH:19]=1 |f:1.2.3,4.5|. Solvent: CN(C=O)C (N,N-dimethylformamide). Starting materials: BrC(C(=O)C1=CC2=C(N=NN2C(C)C)C=C1)C1=CC=C(C=C1)F (2-bromo-2-(4-fluoro-phenyl)-1-(3-isopropyl-3H-benzotriazol-5-yl)-ethanone), C([O-])([O-])=O.[Cs+].[Cs+] (cesium carbonate), Cl.C(N)(=N)C=1C=NC=CC1 (3-amidinopyridine hydrochloride), O (water). Procedure details: To a stirred solution of 29 mg of 2-bromo-2-(4-fluoro-phenyl)-1-(3-isopropyl-3H-benzotriazol-5-yl)-ethanone in 0.38 mL of N,N-dimethylformamide was added 75 mg of cesium carbonate and 24 mg of 3-amidinopyridine hydrochloride. The mixture was heated at 50° C. for 30 min. The orange-brown mixture was cooled to 22° C., transferred to a separatory funnel with water, and extracted with ethyl acetate (3×). The combined organic layers were washed with brine, dried (sodium sulfate), filtered, and the fi... The product is FC1=CC=C(C=C1)C1=C(NC(=N1)C=1C=NC=CC1)C=1C=CC2=C(N(N=N2)C(C)C)C1 (6-[5-(4-fluoro-phenyl)-2-pyridin-3-yl-3H-imidazol-4-yl]-1-isopropyl-1H-benzotriazole). Reactants: O=C([O-])[O-], CC(C)(C)NC(=O)CCl, C1CCOC1, CC(C)n1ncnc1-c1nc2c(s1)CCOc1cc(C3CCNCC3)ccc1-2, ClCCl, [K+], [K+], O. Yields the product CC(C)n1ncnc1-c1nc2c(s1)CCOc1cc(C3CCN(CC(=O)NC(C)(C)C)CC3)ccc1-2. Reaction SMILES: [C:29](=[O:30])([O-:31])[O-:32].[C:35]([CH3:36])([CH3:37])([CH3:38])[NH:39][C:40]([CH2:41][Cl:42])=[O:43].[CH2:44]1[O:45][CH2:46][CH2:47][CH2:48]1.[CH:1]([CH3:2])([CH3:3])[n:4]1[n:5][cH:6][n:7][c:8]1-[c:9]1[s:10][c:11]2[c:17]([n:18]1)-[c:16]1[c:15]([cH:22][c:21]([CH:23]3[CH2:24][CH2:25][NH:26][CH2:27][CH2:28]3)[cH:20][cH:19]1)[O:14][CH2:13][CH2:12]2.[Cl:49][CH2:50][Cl:51].[K+:33].[K+:34].[OH2:52]>>[CH:1]([CH3:2])([CH3:3])[n:4]1[n:5][cH:6][n:7][c:8]1-[c:9]1[s:10][c:11]2[c:17]([n:18]1)-[c:16]1[c:15]([cH:22][c:21]([CH:23]3[CH2:24][CH2:25][N:26]([CH2:41][C:40]([NH:39][C:35]([CH3:36])([CH3:37])[CH3:38])=[O:43])[CH2:27][CH2:28]3)[cH:20][cH:19]1)[O:14][CH2:13][CH2:12]2.